From a dataset of the Open Reaction Database (ORD), a public repository of structured organic reaction records. describe an organic reaction: reactants, conditions, products, and yield Starting materials: ClC=1C=CC=2N(C1)C=C(N2)CCl (6-chloro-2-(chloromethyl)imidazo[1,2-a]pyridine), N1(CCNCC1)C1=C(C(=O)N)C=CC=C1 (2-(piperazin-1-yl)benzamide). Yields the product ClC=1C=CC=2N(C1)C=C(N2)CN2CCN(CC2)C2=C(C(=O)N)C=CC=C2 (2-[4-[(6-Chloroimidazo[1,2-a]pyridin-2-yl)methyl]-1-piperazinyl]benzamide). Isolated yield 41.9%. RXN SMILES: [Cl:1][C:2]1[CH:3]=[CH:4][C:5]2[N:6]([CH:8]=[C:9]([CH2:11]Cl)[N:10]=2)[CH:7]=1.[N:13]1([C:19]2[CH:27]=[CH:26][CH:25]=[CH:24][C:20]=2[C:21]([NH2:23])=[O:22])[CH2:18][CH2:17][NH:16][CH2:15][CH2:14]1>>[Cl:1][C:2]1[CH:3]=[CH:4][C:5]2[N:6]([CH:8]=[C:9]([CH2:11][N:16]3[CH2:15][CH2:14][N:13]([C:19]4[CH:27]=[CH:26][CH:25]=[CH:24][C:20]=4[C:21]([NH2:23])=[O:22])[CH2:18][CH2:17]3)[N:10]=2)[CH:7]=1. Reported procedure: Following the general procedure of Example 11 and making non-critical variations, 6-chloro-2-(chloromethyl)imidazo[1,2-α]pyridine (Example 4, Step 1; 0.306 g) and 2-(piperazin-1-yl)benzamide (0.336 g) are converted to 0.236 g of the title compound after chromatography on silica gel using methanol/dichloromethane (8/92) and crystallization from ethyl acetate/dichloromethane. A portion of this material was recrystallized from ethyl acetate/methanol/hexane; mp 178-179° C.; ms m/z 369; IR (mineral o...